Dataset: the Open Reaction Database (ORD), a public repository of structured organic reaction records. Task: describe an organic reaction: reactants, conditions, products, and yield The reactants are C(C=C)OC(=O)N[C@@H](C(C)C(F)(F)F)C(=O)NC=1C=C(C=CC1Cl)C[C@@H](C(=O)OCC)C (ethyl (2S)-3-[3-({N-[(allyloxy)carbonyl]-4,4,4-trifluorovalyl}amino)-4-chlorophenyl]-2-methylpropanoate), CC1(CC(=O)CC(=O)C1)C (dimedone). Reagents/catalysts: C=1C=CC(=CC1)[P](C=2C=CC=CC2)(C=3C=CC=CC3)[Pd]([P](C=4C=CC=CC4)(C=5C=CC=CC5)C=6C=CC=CC6)([P](C=7C=CC=CC7)(C=8C=CC=CC8)C=9C=CC=CC9)[P](C=1C=CC=CC1)(C=1C=CC=CC1)C=1C=CC=CC1 (tetrakis(triphenylphosphine)palladium(0)). Solvent: C1CCOC1 (THF). Conditions: time 30 minute. The product is ClC1=C(C=C(C=C1)C[C@@H](C(=O)OCC)C)NC([C@@H](N)C(C)C(F)(F)F)=O (Ethyl (2S)-3-{4-chloro-3-[(4,4,4-trifluorovalyl)amino]phenyl}-2-methylpropanoate). RXN SMILES: C(OC([NH:7][C@H:8]([C:15]([NH:17][C:18]1[CH:19]=[C:20]([CH2:25][C@H:26]([CH3:32])[C:27]([O:29][CH2:30][CH3:31])=[O:28])[CH:21]=[CH:22][C:23]=1[Cl:24])=[O:16])[CH:9]([C:11]([F:14])([F:13])[F:12])[CH3:10])=O)C=C.CC1(C)CC(=O)CC(=O)C1>C1C=CC([P]([Pd]([P](C2C=CC=CC=2)(C2C=CC=CC=2)C2C=CC=CC=2)([P](C2C=CC=CC=2)(C2C=CC=CC=2)C2C=CC=CC=2)[P](C2C=CC=CC=2)(C2C=CC=CC=2)C2C=CC=CC=2)(C2C=CC=CC=2)C2C=CC=CC=2)=CC=1.C1COCC1>[Cl:24][C:23]1[CH:22]=[CH:21][C:20]([CH2:25][C@H:26]([CH3:32])[C:27]([O:29][CH2:30][CH3:31])=[O:28])=[CH:19][C:18]=1[NH:17][C:15](=[O:16])[C@H:8]([CH:9]([C:11]([F:14])([F:13])[F:12])[CH3:10])[NH2:7] |^1:46,48,67,86|. Procedure: 2.24 g (4.68 mmol) of ethyl (2S)-3-[3-({N-[(allyloxy)carbonyl]-4,4,4-trifluorovalyl}amino)-4-chlorophenyl]-2-methylpropanoate (Example 39A, mixture of 4 isomers) and 5.25 g (37.4 mmol) of dimedone were initially charged in 25 ml of abs. THF. At RT, the solution was deoxygenated by passing through argon for 30 min Subsequently 108.1 mg (0.094 mmol) of tetrakis(triphenylphosphine)palladium(0) were added and the mixture was stirred at RT overnight. After dilution with ethyl acetate, the mixture was... The reactants are [Al+3], C1CCOC1, [H-], [H-], [H-], [H-], [Li+], [Na+], N#Cc1ccc(N2CCOCC2)cc1, [OH-], O. Product: NCc1ccc(N2CCOCC2)cc1. RXN SMILES: [Al+3:16].[CH2:24]1[O:25][CH2:26][CH2:27][CH2:28]1.[H-:15].[H-:18].[H-:19].[H-:20].[Li+:17].[Na+:22].[O:1]1[CH2:2][CH2:3][N:4]([c:7]2[cH:8][cH:9][c:10]([C:11]#[N:12])[cH:13][cH:14]2)[CH2:5][CH2:6]1.[OH-:21].[OH2:23]>>[O:1]1[CH2:2][CH2:3][N:4]([c:7]2[cH:8][cH:9][c:10]([CH2:11][NH2:12])[cH:13][cH:14]2)[CH2:5][CH2:6]1. Starting materials: ice water, C(C)N1N=CC=C1NC=1C(C(=O)O)=CC=C(C1)OC (N-(1-ethylpyrazol-5-yl)-4-methoxyanthranilic acid), O=P(Cl)(Cl)Cl (POCl3), [NH4+].[OH-] (NH4OH), O=P(Cl)(Cl)Cl (POCl3). Run at time 8 hour. The product is C(C)N1N=CC=2C1=NC1=CC(=CC=C1C2Cl)OC (1-ethyl-4-chloro-7-methoxy-1H-pyrazolo[3,4-b]quinoline). Isolated yield 87.0%. As a reaction SMILES: [CH2:1]([N:3]1[C:7]([NH:8][C:9]2[C:10](=[CH:14][CH:15]=[C:16]([O:18][CH3:19])[CH:17]=2)[C:11](O)=O)=[CH:6][CH:5]=[N:4]1)[CH3:2].O=P(Cl)(Cl)[Cl:22].[NH4+].[OH-]>>[CH2:1]([N:3]1[C:7]2=[N:8][C:9]3[C:10]([C:11]([Cl:22])=[C:6]2[CH:5]=[N:4]1)=[CH:14][CH:15]=[C:16]([O:18][CH3:19])[CH:17]=3)[CH3:2] |f:2.3|. Reported procedure: A mixture of N-(1-ethylpyrazol-5-yl)-4-methoxyanthranilic acid (13.3 g, 0.051 mol) and POCl3 (125 ml) was refluxed for 3 hours, then was allowed to sit overnight. The volume of POCl3 was reduced, then ice/water, followed by NH4OH was added. A precipitate formed which was collected by filtration and dried in a vacuum oven at 50° C. to afford 11.51 g (87%) of 1-ethyl-4-chloro-7-methoxy-1H-pyrazolo[3,4-b]quinoline, m.p. 95-98° C.